Dataset: the Open Reaction Database (ORD), a public repository of structured organic reaction records. Task: describe an organic reaction: reactants, conditions, products, and yield The reactants are ClC1=CC=C(C=C1)OC(N(C)CC[C@@H]1CC[C@H](CC1)\C=C\CCl)=O (trans-{2-[4-(3-chloro-(E)-propenyl)-cyclohexyl]-ethyl}-methyl-carbamic acid 4-chloro-phenyl ester), N1CCCC1 (pyrrolidine). The solvent is CN(C(C)=O)C (N,N-dimethylacetamide). Yields the product ClC1=CC=C(C=C1)OC(N(CC[C@@H]1CC[C@H](CC1)\C=C\CN1CCCC1)C)=O (trans-methyl-{2-[4-(3-pyrrolidin-1-yl-(E)-propenyl)-cyclohexyl]-ethyl}-carbamic acid 4-chloro-phenyl ester). RXN SMILES: [Cl:1][C:2]1[CH:7]=[CH:6][C:5]([O:8][C:9](=[O:24])[N:10]([CH2:12][CH2:13][C@H:14]2[CH2:19][CH2:18][C@H:17](/[CH:20]=[CH:21]/[CH2:22]Cl)[CH2:16][CH2:15]2)[CH3:11])=[CH:4][CH:3]=1.[NH:25]1[CH2:29][CH2:28][CH2:27][CH2:26]1>CN(C)C(=O)C>[Cl:1][C:2]1[CH:7]=[CH:6][C:5]([O:8][C:9](=[O:24])[N:10]([CH3:11])[CH2:12][CH2:13][C@H:14]2[CH2:19][CH2:18][C@H:17](/[CH:20]=[CH:21]/[CH2:22][N:25]3[CH2:29][CH2:28][CH2:27][CH2:26]3)[CH2:16][CH2:15]2)=[CH:4][CH:3]=1. Procedure details: In analogy to the method described in example 12.1, trans-{2-[4-(3-chloro-(E)-propenyl)-cyclohexyl]-ethyl}-methyl-carbamic acid 4-chloro-phenyl ester was reacted with pyrrolidine in N,N-dimethylacetamide at room temperature to yield trans-methyl-{2-[4-(3-pyrrolidin-1-yl-(E)-propenyl)-cyclohexyl]-ethyl}-carbamic acid 4-chloro-phenyl ester as yellow viscous oil, MS: 405 (MH+, 1Cl).